This data is from the Open Reaction Database (ORD), a public repository of structured organic reaction records. The task is: describe an organic reaction: reactants, conditions, products, and yield The reactants are Cl.C(C1=CC=CC=C1)N1N=CC2=CC(=CC=C12)NC1=NC=NC2=CC(=CC=C12)C=1OC(=CC1)C1OCCO1 ((1-benzyl-1H-indazol-5-yl)-[7-(5-(1,3-dioxolan-2-yl)furan-2-yl)quinazolin-4-yl]-amine hydrochloride), Cl (HCl). Run in C1CCOC1 (THF). The product is C(C1=CC=CC=C1)N1N=CC2=CC(=CC=C12)NC1=NC=NC2=CC(=CC=C12)C1=CC=C(O1)C=O (5-[4-(1-benzyl-1H-indazol-5-ylamino)-quinazolin-7-yl]-furan-2-carbaldehyde). RXN SMILES: Cl.[CH2:2]([N:9]1[C:17]2[C:12](=[CH:13][C:14]([NH:18][C:19]3[C:28]4[C:23](=[CH:24][C:25]([C:29]5[O:30][C:31]([CH:34]6OCC[O:35]6)=[CH:32][CH:33]=5)=[CH:26][CH:27]=4)[N:22]=[CH:21][N:20]=3)=[CH:15][CH:16]=2)[CH:11]=[N:10]1)[C:3]1[CH:8]=[CH:7][CH:6]=[CH:5][CH:4]=1.Cl>C1COCC1>[CH2:2]([N:9]1[C:17]2[C:12](=[CH:13][C:14]([NH:18][C:19]3[C:28]4[C:23](=[CH:24][C:25]([C:29]5[O:30][C:31]([CH:34]=[O:35])=[CH:32][CH:33]=5)=[CH:26][CH:27]=4)[N:22]=[CH:21][N:20]=3)=[CH:15][CH:16]=2)[CH:11]=[N:10]1)[C:3]1[CH:8]=[CH:7][CH:6]=[CH:5][CH:4]=1 |f:0.1|. Procedure details: Prepared according to Procedure C from (1-benzyl-1H-indazol-5-yl)-[7-(5-(1,3-dioxolan-2-yl)furan-2-yl)quinazolin-4-yl]-amine hydrochloride (0.27 g) stirred in THF:2N HCl (2:1, 15 ml) at 20° C. for 1 hour. Filtration gave 5-[4-(1-benzyl-1H-indazol-5-ylamino)-quinazolin-7-yl]-furan-2-carbaldehyde, which was not further characterised. Reactants: C1CNCCN1, CCOC(C)=O, CN(C)C=O, CCOCC, Cl, CCOC(=O)c1cn(-c2ccc(F)cc2F)c2nc(Sc3ccccc3)c(F)cc2c1=O, O. Product: CCOC(=O)c1cn(-c2ccc(F)cc2F)c2nc(N3CCNCC3)c(F)cc2c1=O. RXN SMILES: [CH2:33]1[CH2:34][NH:35][CH2:36][CH2:37][NH:38]1.[CH3:39][CH2:40][O:41][C:42](=[O:43])[CH3:44].[CH3:46][N:47]([CH3:48])[CH:49]=[O:50].[CH3:51][CH2:52][O:53][CH2:54][CH3:55].[ClH:45].[F:1][c:2]1[c:3](-[n:9]2[cH:10][c:11]([C:28](=[O:29])[O:30][CH2:31][CH3:32])[c:12](=[O:27])[c:13]3[cH:14][c:15]([F:26])[c:16]([S:19][c:20]4[cH:21][cH:22][cH:23][cH:24][cH:25]4)[n:17][c:18]23)[cH:4][cH:5][c:6]([F:8])[cH:7]1.[OH2:56]>>[F:1][c:2]1[c:3](-[n:9]2[cH:10][c:11]([C:28](=[O:29])[O:30][CH2:31][CH3:32])[c:12](=[O:27])[c:13]3[cH:14][c:15]([F:26])[c:16]([N:35]4[CH2:34][CH2:33][NH:38][CH2:37][CH2:36]4)[n:17][c:18]23)[cH:4][cH:5][c:6]([F:8])[cH:7]1. Starting materials: C(#N)C1=C(C=C(C=O)C=C1)F (4-Cyano-3-fluorobenzaldehyde), C(=O)(OCC)C=P(C1=CC=CC=C1)(C1=CC=CC=C1)C1=CC=CC=C1 ((carbethoxymethylene)triphenylphosphorane). The solvent is C1(=CC=CC=C1)C (toluene). Yields the product C(#N)C1=C(C=C(C=C1)/C=C/C(=O)OCC)F (trans-Ethyl 3-(4-Cyano-3-fluorophenyl)-2-propenoate). RXN SMILES: [C:1]([C:3]1[CH:10]=[CH:9][C:6]([CH:7]=O)=[CH:5][C:4]=1[F:11])#[N:2].[C:12]([CH:17]=P(C1C=CC=CC=1)(C1C=CC=CC=1)C1C=CC=CC=1)([O:14][CH2:15][CH3:16])=[O:13]>C1(C)C=CC=CC=1>[C:1]([C:3]1[CH:10]=[CH:9][C:6](/[CH:7]=[CH:17]/[C:12]([O:14][CH2:15][CH3:16])=[O:13])=[CH:5][C:4]=1[F:11])#[N:2]. Procedure: A solution of the product from Step A (970 mg, 6.5 mmol) and (carbethoxymethylene)triphenylphosphorane (2.3 g, 6.5 mmol) was heated at reflux in 50 mL of toluene overnight. The reaction was concentrated in vacuo, triturated with ether, and filtered. The filtrate was concentrated in vacuo, and purified by flash column chromatography on silica gel (15% EtOAc/hexane) to yield the desired product as a white solid.